From a dataset of the Open Reaction Database (ORD), a public repository of structured organic reaction records. describe an organic reaction: reactants, conditions, products, and yield Starting materials: Cl (hydrochloric acid), O (water), O (Water), C(C)OC(=O)C=1C(N(C(N(C1C)C1=CC(=CC=C1)C(F)(F)F)=O)C)C1=C(C=C(C=C1)C#N)C(=O)OC (4-(4-Cyano-2-methoxycarbonyl-phenyl)-3,6-dimethyl-2-oxo-1-(3-trifluoromethyl-phenyl)-1,2,3,4-tetrahydro-pyrimidine-5-carboxylic acid ethyl ester), C(C)OC(=O)C=1C(N(C(N(C1C)C1=CC(=CC=C1)C(F)(F)F)=O)C)C1=C(C=C(C=C1)C#N)C(=O)OC (4-(4-Cyano-2-methoxycarbonyl-phenyl)-3,6-dimethyl-2-oxo-1-(3-trifluoromethyl-phenyl)-1,2,3,4-tetrahydro-pyrimidine-5-carboxylic acid ethyl ester), [OH-].[Li+] (lithium hydroxide). Solvent: O1CCOCC1 (1,4-dioxane). Product: C(C)OC(=O)C=1C(N(C(N(C1C)C1=CC(=CC=C1)C(F)(F)F)=O)C)C1=C(C=C(C=C1)C#N)C(=O)O (4-(2-Carboxy-4-cyano-phenyl)-3,6-dimethyl-2-oxo-1-(3-trifluoromethyl-phenyl)-1,2,3,4-tetrahydro-pyrimidine-5-carboxylic acid ethyl ester). As a reaction SMILES: [CH2:1]([O:3][C:4]([C:6]1[CH:7]([C:25]2[CH:30]=[CH:29][C:28]([C:31]#[N:32])=[CH:27][C:26]=2[C:33]([O:35]C)=[O:34])[N:8]([CH3:24])[C:9](=[O:23])[N:10]([C:13]2[CH:18]=[CH:17][CH:16]=[C:15]([C:19]([F:22])([F:21])[F:20])[CH:14]=2)[C:11]=1[CH3:12])=[O:5])[CH3:2].[OH-].[Li+].O.Cl>O1CCOCC1>[CH2:1]([O:3][C:4]([C:6]1[CH:7]([C:25]2[CH:30]=[CH:29][C:28]([C:31]#[N:32])=[CH:27][C:26]=2[C:33]([OH:35])=[O:34])[N:8]([CH3:24])[C:9](=[O:23])[N:10]([C:13]2[CH:18]=[CH:17][CH:16]=[C:15]([C:19]([F:20])([F:22])[F:21])[CH:14]=2)[C:11]=1[CH3:12])=[O:5])[CH3:2] |f:1.2|. Procedure details: 4-(4-Cyano-2-methoxycarbonyl-phenyl)-3,6-dimethyl-2-oxo-1-(3-trifluoromethyl-phenyl)-1,2,3,4-tetrahydro-pyrimidine-5-carboxylic acid ethyl ester (intermediate 9)(3.39 g, 6.76 mmol) and lithium hydroxide (194.4 mg, 8.11 mmol) are stirred in 1,4-dioxane (84 ml) and water (6.0 mL) at room temperature for 100 h. Water is added and the mixture is acidified with hydrochloric acid (4.0 mol/L) to a pH value of 3. The aqueous phase is extracted with dichloromethane three times. The combined organic phase... Reactants: C=C(CCC1(CCOCC1)O)CC (tetrahydro-4-(3-methylenepentyl)-2H-pyran-4-ol), C(C)(=O)OO (peracetic acid). The solvent is C(Cl)Cl (methylene chloride), C(Cl)Cl (methylene chloride). Run at time 4 hour. Product: C(C)C1(OC2(CC1)CCOCC2)CO (2-Ethyl-1,8-dioxaspiro[4.5]decane-2-methanol). Yield: 69.2%. As a reaction SMILES: [CH2:1]=[C:2]([CH2:12][CH3:13])[CH2:3][CH2:4][C:5]1([OH:11])[CH2:10][CH2:9][O:8][CH2:7][CH2:6]1.C(OO)(=[O:16])C>C(Cl)Cl>[CH2:12]([C:2]1([CH2:1][OH:16])[CH2:3][CH2:4][C:5]2([CH2:6][CH2:7][O:8][CH2:9][CH2:10]2)[O:11]1)[CH3:13]. Reported procedure: To a stirred solution of 16.52 g of tetrahydro-4-(3-methylenepentyl)-2H-pyran-4-ol in 100 ml of methylene chloride under nitrogen was added portionwise 15.32 g of peracetic acid (with 0.40 g of anhydrous sodium acetate added). The reaction mixture was refluxed for 1 hour, allowed to set for 4 hours, diluted with 150 ml of methylene chloride, washed successively with water, twice with 25% potassium carbonate, and saturated sodium chloride, dried and filtered. The resulting solution was stripped t... Reactants: CSc1ncc(Cc2ccc(O)cc2)c(=O)[nH]1, CN(CCCN)c1ccccn1, O, c1ccncc1. Product: CN(CCCNc1ncc(Cc2ccc(O)cc2)c(=O)[nH]1)c1ccccn1. RXN SMILES: [CH3:13][S:14][c:15]1[n:16][cH:17][c:18]([CH2:22][c:23]2[cH:24][cH:25][c:26]([OH:29])[cH:27][cH:28]2)[c:19](=[O:21])[nH:20]1.[NH2:1][CH2:2][CH2:3][CH2:4][N:5]([CH3:6])[c:7]1[n:8][cH:9][cH:10][cH:11][cH:12]1.[OH2:30].[cH:31]1[cH:32][cH:33][n:34][cH:35][cH:36]1>>[NH:1]([CH2:2][CH2:3][CH2:4][N:5]([CH3:6])[c:7]1[n:8][cH:9][cH:10][cH:11][cH:12]1)[c:15]1[n:16][cH:17][c:18]([CH2:22][c:23]2[cH:24][cH:25][c:26]([OH:29])[cH:27][cH:28]2)[c:19](=[O:21])[nH:20]1.